Dataset: the Open Reaction Database (ORD), a public repository of structured organic reaction records. Task: describe an organic reaction: reactants, conditions, products, and yield Reactants: Cc1nc(C(N)CC2CC2)no1, Cc1ccc(C(=O)O)nc1OCC1CC1. The product is Cc1nc(C(CC2CC2)NC(=O)c2ccc(C)c(OCC3CC3)n2)no1. RXN SMILES: [CH:16]1([CH2:19][CH:20]([c:21]2[n:22][o:23][c:24]([CH3:26])[n:25]2)[NH2:27])[CH2:17][CH2:18]1.[CH:1]1([CH2:4][O:5][c:6]2[c:7]([CH3:15])[cH:8][cH:9][c:10]([C:12](=[O:13])[OH:14])[n:11]2)[CH2:2][CH2:3]1>>[CH:1]1([CH2:4][O:5][c:6]2[c:7]([CH3:15])[cH:8][cH:9][c:10]([C:12](=[O:14])[NH:27][CH:20]([CH2:19][CH:16]3[CH2:17][CH2:18]3)[c:21]3[n:22][o:23][c:24]([CH3:26])[n:25]3)[n:11]2)[CH2:2][CH2:3]1. Starting materials: C1=CC(=CC(=C1)Cl)C(=O)OO (MCPBA), C(C)(=O)C1=CC2=C(NC(=N2)SCC2=NC=CC(=C2OC)OCC2CC2)C=C1C (5-Acetyl-6-methyl-2-[[(4-cyclopropylmethoxy-3-methoxy-2-pyridinyl)methyl]thio]-1H-benzimidazole), S(=S)(=O)([O-])[O-].[Na+].[Na+] (sodium thiosulphate). Run in C(Cl)Cl (methylene chloride), C(O)([O-])=O.[Na+] (sodium hydrogen carbonate), C(Cl)Cl (methylene chloride). The product is C(C)(=O)C1=CC2=C(NC(=N2)S(=O)CC2=NC=CC(=C2OC)OCC2CC2)C=C1C (5-acetyl-6-methyl-2-[[(4cyclopropylmethoxy-3-methoxy-2-pyridinyl)methyl]sulfinyl]-1H-benzimidazole). As a reaction SMILES: [C:1]([C:4]1[C:27]([CH3:28])=[CH:26][C:7]2[NH:8][C:9]([S:11][CH2:12][C:13]3[C:18]([O:19][CH3:20])=[C:17]([O:21][CH2:22][CH:23]4[CH2:25][CH2:24]4)[CH:16]=[CH:15][N:14]=3)=[N:10][C:6]=2[CH:5]=1)(=[O:3])[CH3:2].C1C=C(Cl)C=C(C(OO)=[O:37])C=1.S([O-])([O-])(=O)=S.[Na+].[Na+]>C(Cl)Cl.C(=O)([O-])O.[Na+]>[C:1]([C:4]1[C:27]([CH3:28])=[CH:26][C:7]2[NH:8][C:9]([S:11]([CH2:12][C:13]3[C:18]([O:19][CH3:20])=[C:17]([O:21][CH2:22][CH:23]4[CH2:25][CH2:24]4)[CH:16]=[CH:15][N:14]=3)=[O:37])=[N:10][C:6]=2[CH:5]=1)(=[O:3])[CH3:2] |f:2.3.4,6.7|. Procedure: 5-Acetyl-6-methyl-2-[[(4-cyclopropylmethoxy-3-methoxy-2-pyridinyl)methyl]thio]-1H-benzimidazole (40 mg, 0.10 mmol) was dissolved in methylene chloride (10 ml) and sodium hydrogen carbonate (3 ml,1M). The mixture was stirred at ambient temperature and MCPBA (25 mg, 0.10 mmol, 70%) dissolved in methylene chloride (5 ml) was added portionwise. After 10 min sodium thiosulphate (30 mg) was added whereupon the phases were separated. The organic phase was dried over sodium sulphate, filtered and concen... The reactants are C1=CC=CC=2C(C3=C(C=CC21)C=CC=C3)=C3CCNCC3 (4-(5-dibenzo[a,d]cycloheptenylidene)piperidine), BrCCCC(C)=O (5-bromo-2-pentanone). Product: C1=CC=CC=2C(C3=C(C=CC21)C=CC=C3)=C3CCN(CC3)CCCC(C)=O (5-[4-(5-dibenzo[a,d]cycloheptenylidene)-piperidino]-2-pentanone). RXN SMILES: [CH:1]1[C:11]2[CH:10]=[CH:9][C:8]3[CH:12]=[CH:13][CH:14]=[CH:15][C:7]=3[C:6](=[C:16]3[CH2:21][CH2:20][NH:19][CH2:18][CH2:17]3)[C:5]=2[CH:4]=[CH:3][CH:2]=1.Br[CH2:23][CH2:24][CH2:25][C:26](=[O:28])[CH3:27]>>[CH:1]1[C:11]2[CH:10]=[CH:9][C:8]3[CH:12]=[CH:13][CH:14]=[CH:15][C:7]=3[C:6](=[C:16]3[CH2:17][CH2:18][N:19]([CH2:23][CH2:24][CH2:25][C:26](=[O:28])[CH3:27])[CH2:20][CH2:21]3)[C:5]=2[CH:4]=[CH:3][CH:2]=1. Procedure: 4-(5-dibenzo[a,d]cycloheptenylidene)piperidine is reacted in a manner analogous to that described in Example 7 with 5-bromo-2-pentanone. M.P. of the hydrochloride of the title compound 206°-207° after crystallization from isopropanol. The reactants are C(C1=CC=CC=C1)OC(=O)N[C@@](CC(=O)OC)(C)CC(C)C (methyl(S)-3-benzyloxycarbonylamino-3-isobutyl-butanoate), [Li+].CC(C)[N-]C(C)C (LDA), C(C=C)Br (allyl bromide). The solvent is C1CCOC1 (THF). Run at temperature -80 celsius, time 20 minute. Product: C(C=C)[C@H](C(=O)OC)[C@](C)(CC(C)C)NC(=O)OCC1=CC=CC=C1 (methyl (2S,3S)-2-allyl-3-benzyloxycarbonylamino-3-isobutyl-butanoate). Reaction SMILES: [CH2:1]([O:8][C:9]([NH:11][C@:12]([CH2:19][CH:20]([CH3:22])[CH3:21])([CH3:18])[CH2:13][C:14]([O:16][CH3:17])=[O:15])=[O:10])[C:2]1[CH:7]=[CH:6][CH:5]=[CH:4][CH:3]=1.[Li+].[CH3:24][CH:25]([N-]C(C)C)[CH3:26].C(Br)C=C>C1COCC1>[CH2:26]([C@@H:13]([C@@:12]([NH:11][C:9]([O:8][CH2:1][C:2]1[CH:3]=[CH:4][CH:5]=[CH:6][CH:7]=1)=[O:10])([CH2:19][CH:20]([CH3:22])[CH3:21])[CH3:18])[C:14]([O:16][CH3:17])=[O:15])[CH:25]=[CH2:24] |f:1.2|. Reported procedure: 500 mg (1.71 mmol) of methyl(S)-3-benzyloxycarbonylamino-3-isobutyl-butanoate, prepared according to the procedure described in Liebigs Ann., pp 1217-1228 (1995), is dissolved in 10 mL of dry THF and cooled under Argon to -80° C. 1.881 mL (3.762 mmol) of 2M LDA is added, and the mixture is stirred at -40° C. for 20 minutes. The reaction is cooled to -78° C., and 828 mg (6.84 mmol) of allyl bromide are added. The mixture is stirred at -78° C. for 5 hours and at room temperature overnight. The rea... The reactants are CN(CC(=O)NC1=CC(=C(C=C1)NCC)[N+](=O)[O-])C (2-dimethylamino-4′-ethylamino-3′-nitroacetanilide), C1(=CC=C(C=C1)S(=O)(=O)[O-])C.C(C1=CC=CC=C1)N1[CH2+](SC(C1=O)=C1SC2=C(N1C)C=C(C=C2)OCCCl)SC (3-benzyl-5-[5-(2-chloroethoxy)-3-methylbenzothiazol-2-ylidene]-2-methylthio-4-oxo-2-thiazolium p-toluenesulfonate). The product is C(C1=CC=CC=C1)N1C(SC(C1=O)=C1SC2=C(N1C)C=C(C=C2)OCCCl)=NC=2C=C(C=CC2NCC)NC(CN(C)C)=O (N-(3-{3-benzyl-5-[5-(2-chloroethoxy)-3-methyl-3H-benzothiazol-2-ylidene]-4-oxothiazolidin-2-ylideneamino}-4-ethylaminophenyl)-2-dimethylaminoacetamide). RXN SMILES: [CH3:1][N:2]([CH3:19])[CH2:3][C:4]([NH:6][C:7]1[CH:12]=[CH:11][C:10]([NH:13][CH2:14][CH3:15])=[C:9]([N+:16]([O-])=O)[CH:8]=1)=[O:5].C1(C)C=CC(S([O-])(=O)=O)=CC=1.[CH2:31]([N:38]1[C:42](=[O:43])[C:41](=[C:44]2[N:48]([CH3:49])[C:47]3[CH:50]=[C:51]([O:54][CH2:55][CH2:56][Cl:57])[CH:52]=[CH:53][C:46]=3[S:45]2)[S:40][CH2+:39]1SC)[C:32]1[CH:37]=[CH:36][CH:35]=[CH:34][CH:33]=1>>[CH2:31]([N:38]1[C:42](=[O:43])[C:41](=[C:44]2[N:48]([CH3:49])[C:47]3[CH:50]=[C:51]([O:54][CH2:55][CH2:56][Cl:57])[CH:52]=[CH:53][C:46]=3[S:45]2)[S:40][C:39]1=[N:16][C:9]1[CH:8]=[C:7]([NH:6][C:4](=[O:5])[CH2:3][N:2]([CH3:19])[CH3:1])[CH:12]=[CH:11][C:10]=1[NH:13][CH2:14][CH3:15])[C:32]1[CH:37]=[CH:36][CH:35]=[CH:34][CH:33]=1 |f:1.2|. Procedure details: In a manner similar to Example 30, intermediate 2-dimethylamino-4′-ethylamino-3′-nitroacetanilide was hydrogenated and then condensed with 3-benzyl-5-[5-(2-chloroethoxy)-3-methylbenzothiazol-2-ylidene]-2-methylthio-4-oxo-2-thiazolium p-toluenesulfonate to afford the title compound. MS(ESI): 651 (MH+).